From a dataset of the Open Reaction Database (ORD), a public repository of structured organic reaction records. describe an organic reaction: reactants, conditions, products, and yield The reactants are C(C)(=O)OCC (ethyl acetate), [N+](=O)([O-])C1=CC=C(OCCN(C)CCC2=CC(=C(C=C2)OC)OC)C=C1 (1-(4-nitrophenoxy)-2-[N-(3,4-dimethoxyphenethyl)-N-methylamino]ethane), ( 2 ). Reagents/catalysts: [Pd] (Pd/C). The solvent is CO (methanol), [H][H] (hydrogen). Product: NC1=CC=C(OCCN(C)CCC2=CC(=C(C=C2)OC)OC)C=C1 (1-(4-aminophenoxy)-2-[N-(3,4-dimethoxyphenethyl)-N-methylamino]ethane). RXN SMILES: [N+:1]([C:4]1[CH:26]=[CH:25][C:7]([O:8][CH2:9][CH2:10][N:11]([CH2:13][CH2:14][C:15]2[CH:20]=[CH:19][C:18]([O:21][CH3:22])=[C:17]([O:23][CH3:24])[CH:16]=2)[CH3:12])=[CH:6][CH:5]=1)([O-])=O.C(OCC)(=O)C>CO.[H][H].[Pd]>[NH2:1][C:4]1[CH:5]=[CH:6][C:7]([O:8][CH2:9][CH2:10][N:11]([CH2:13][CH2:14][C:15]2[CH:20]=[CH:19][C:18]([O:21][CH3:22])=[C:17]([O:23][CH3:24])[CH:16]=2)[CH3:12])=[CH:25][CH:26]=1. Reported procedure: The 1-(4-nitrophenoxy)-2-[N-(3,4-dimethoxyphenethyl)-N-methylamino]ethane prepared in (2) above in an amount of 5.5 g (0.015 mol) was dissolved in methanol (200 ml) and ethyl acetate (200 ml) and, thereafter, 10% Pd/C (2 g) was added to the resulting reaction solution and the reaction mixture was stirred in hydrogen gas for 8 h, followed by filtration and concentration under vacuum to yield the end compound 1-(4-aminophenoxy)-2-[N-(3,4-dimethoxyphenethyl)-N-methylamino]ethane (5 g). Starting materials: C(C)(=O)OC(C)=O (acetic anhydride), NC1=CC=C2NC(C(N(C2=C1)CC(CC)CC)=O)=O (7-amino-1-(2-ethylbutyl)-2,3(1H,4H)-quinoxalinedione), ice water. The reagents and catalysts are CN(C)C1=CC=NC=C1 (4-(N,N-dimethylamino)pyridine). Run in C(C)(=O)O (acetic acid). Run at time 30 minute. The product is C(C)(=O)NC1=CC=C2NC(C(N(C2=C1)CC(CC)CC)=O)=O (7-Acetamido-1-(2-ethylbutyl)-2,3(1H,4H)-quinoxalinedione). The yield is 66.8%. As a reaction SMILES: [NH2:1][C:2]1[CH:11]=[C:10]2[C:5]([NH:6][C:7](=[O:19])[C:8](=[O:18])[N:9]2[CH2:12][CH:13]([CH2:16][CH3:17])[CH2:14][CH3:15])=[CH:4][CH:3]=1.[C:20](OC(=O)C)(=[O:22])[CH3:21]>C(O)(=O)C.CN(C1C=CN=CC=1)C>[C:20]([NH:1][C:2]1[CH:11]=[C:10]2[C:5]([NH:6][C:7](=[O:19])[C:8](=[O:18])[N:9]2[CH2:12][CH:13]([CH2:14][CH3:15])[CH2:16][CH3:17])=[CH:4][CH:3]=1)(=[O:22])[CH3:21]. Procedure: 29.0 g (0.111 mol) of 7-amino-1-(2-ethylbutyl)-2,3(1H,4H)-quinoxalinedione were dissolved in 200 ml of acetic acid. A spatula tip of 4-(N,N-dimethylamino)pyridine was added and then 11.4 g (0.111 mol) of acetic anhydride were added dropwise. The mixture was stirred at room temperature for 30 minutes and then poured into ice-water, and the precipitate was filtered off with suction and dried to yield 22.5 g (67%) of the product. Melting point 168°-170° C. Reactants: COC1Cc2ccccc2C1N1C(=O)c2ccccc2C1=O, CCO, NN. The product is COC1Cc2ccccc2C1N. As a reaction SMILES: [CH3:1][O:2][CH:3]1[CH:4]([N:12]2[C:13](=[O:14])[c:15]3[c:16]([cH:17][cH:18][cH:19][cH:20]3)[C:21]2=[O:22])[c:5]2[cH:6][cH:7][cH:8][cH:9][c:10]2[CH2:11]1.[CH3:25][CH2:26][OH:27].[NH2:23][NH2:24]>>[CH3:1][O:2][CH:3]1[CH:4]([NH2:12])[c:5]2[cH:6][cH:7][cH:8][cH:9][c:10]2[CH2:11]1. The reactants are N1CCCCC1 (piperidine), C(C)(C)(C)OC(=O)N1C(=CC2=CC=C(C=C12)OCCCBr)C=1C2=C(N(N1)C(=O)OC(C)(C)C)C=C(S2)CO (6-(3-bromo-propoxy)-2-(1-tert-butoxycarbonyl-5-hydroxymethyl-1H-thieno[3,2-c]pyrazol-3-yl)-indole-1-carboxylic acid tert-butyl ester), C(C)(C)(C)OC(=O)N1C(=CC2=CC=C(C=C12)OCCCBr)C=1C2=C(N(N1)C(=O)OC(C)(C)C)C=C(S2)CO (6-(3-bromo-propoxy)-2-(1-tert-butoxycarbonyl-5-hydroxymethyl-1H-thieno[3,2-c]pyrazol-3-yl)-indole-1-carboxylic acid tert-butyl ester), CCN(C(C)C)C(C)C (DIEA). Solvent: C(C)#N (acetonitrile). Conditions: temperature 60 celsius, time 4 hour. Product: C(C)(C)(C)OC(=O)N1C(=CC2=CC=C(C=C12)OCCCN1CCCCC1)C=1C2=C(N(N1)C(=O)OC(C)(C)C)C=C(S2)CO (2-(1-tert-butoxycarbonyl-5-hydroxymethyl-1H-thieno[3,2-c]pyrazol-3-yl)-6-(3-piperidin-1-yl-propoxy)-indole-1-carboxylic acid tert-butyl ester). Yield: 73.3%. RXN SMILES: [C:1]([O:5][C:6]([N:8]1[C:16]2[C:11](=[CH:12][CH:13]=[C:14]([O:17][CH2:18][CH2:19][CH2:20]Br)[CH:15]=2)[CH:10]=[C:9]1[C:22]1[C:23]2[S:36][C:35]([CH2:37][OH:38])=[CH:34][C:24]=2[N:25]([C:27]([O:29][C:30]([CH3:33])([CH3:32])[CH3:31])=[O:28])[N:26]=1)=[O:7])([CH3:4])([CH3:3])[CH3:2].CCN(C(C)C)C(C)C.[NH:48]1[CH2:53][CH2:52][CH2:51][CH2:50][CH2:49]1>C(#N)C>[C:1]([O:5][C:6]([N:8]1[C:16]2[C:11](=[CH:12][CH:13]=[C:14]([O:17][CH2:18][CH2:19][CH2:20][N:48]3[CH2:53][CH2:52][CH2:51][CH2:50][CH2:49]3)[CH:15]=2)[CH:10]=[C:9]1[C:22]1[C:23]2[S:36][C:35]([CH2:37][OH:38])=[CH:34][C:24]=2[N:25]([C:27]([O:29][C:30]([CH3:33])([CH3:32])[CH3:31])=[O:28])[N:26]=1)=[O:7])([CH3:4])([CH3:3])[CH3:2]. Reported procedure: To 6-(3-bromo-propoxy)-2-(1-tert-butoxycarbonyl-5-hydroxymethyl-1H-thieno[3,2-c]pyrazol-3-yl)-indole-1-carboxylic acid tert-butyl ester [990 mg, 1.63 mmol, Intermediate (77)] in acetonitrile (20 mL) were added polymer supported DIEA (3.83 mmol/g, 850 mg, 3.26 mmol) and piperidine (0.32 mL, 3.26 mmol). The mixture was stirred gently at 60° C. for 4 hours. The PS-DIEA was filtered and the solvent was removed. The residue was chromatographed through silica gel (dichloromethane/1.0M ammonia in metha... Starting materials: ClCCl, O, CC(C)Cc1cc(-c2ccc(Cn3ccnc3)cc2)c(S(=O)(=O)NC(C)(C)C)s1. Product: CC(C)Cc1cc(-c2ccc(Cn3ccnc3)cc2)c(S(N)(=O)=O)s1. RXN SMILES: [Cl:31][CH2:32][Cl:33].[OH2:30].[n:1]1([CH2:6][c:7]2[cH:8][cH:9][c:10](-[c:13]3[c:14]([S:22](=[O:23])(=[O:24])[NH:25][C:26]([CH3:27])([CH3:28])[CH3:29])[s:15][c:16]([CH2:18][CH:19]([CH3:20])[CH3:21])[cH:17]3)[cH:11][cH:12]2)[cH:2][n:3][cH:4][cH:5]1>>[n:1]1([CH2:6][c:7]2[cH:8][cH:9][c:10](-[c:13]3[c:14]([S:22](=[O:23])(=[O:24])[NH2:25])[s:15][c:16]([CH2:18][CH:19]([CH3:20])[CH3:21])[cH:17]3)[cH:11][cH:12]2)[cH:2][n:3][cH:4][cH:5]1. The reactants are NC1=C(C=O)C=CC=N1 (2-aminonicotinaldehyde), BrCC(C)=O (bromoacetone). Run in C(OC)COC (dimethoxyethane), C(C)O (ethanol). Reaction conditions: time 2 hour. The product is CC=1N=C2N(C=CC=C2C=O)C1 (2-methyl-8-formyl-imidazo[1,2-a]pyridine). As a reaction SMILES: [NH2:1][C:2]1[N:9]=[CH:8][CH:7]=[CH:6][C:3]=1[CH:4]=[O:5].Br[CH2:11][C:12](=O)[CH3:13]>C(COC)OC.C(O)C>[CH3:13][C:12]1[N:1]=[C:2]2[C:3]([CH:4]=[O:5])=[CH:6][CH:7]=[CH:8][N:9]2[CH:11]=1. Procedure: A mixture of 2-aminonicotinaldehyde (92.8 g, 0.76 mol) and bromoacetone (114.5 g, 0.84 mol) in dimethoxyethane (980 ml) is stirred for 2 hours at room temperature and then heated at 65° with stirring for 14 hours.The solid which separates is isolated by filtration, dissolved in 800 ml absolute ethanol and heated under a reflux for 6 hours. The ethanol solvent is removed under reduced pressure and the residue treated with 138ml 6 N hydrochloric acid in 750 ml water for 0.5 hour. The acidic aqueou... The reactants are BrC=1C=C(C=NC1Cl)C(=O)O (5-bromo-6-chloro-3-pyridinecarboxylic acid), N[C@H]1[C@@H](CCCC1)O ((1R,2R)-2-amino-1-cyclohexanol), CC1=CC(=NO1)CO (5-methyl-3-isoxazolemethanol), ClC1=CC=C(C=C1)B(O)O ((4-chloro-phenyl)-boronic acid). Product: ClC1=CC=C(C=C1)C=1C(=NC=C(C(=O)N[C@H]2[C@@H](CCCC2)O)C1)OCC1=NOC(=C1)C (5-(4-chloro-phenyl)-N-((1R,2R)-2-hydroxy-cyclohexyl)-6-(5-methyl-isoxazol-3-ylmethoxy)-nicotinamide). Reaction SMILES: Br[C:2]1[CH:3]=[C:4]([C:9]([OH:11])=O)[CH:5]=[N:6][C:7]=1Cl.[CH3:12][C:13]1[O:17][N:16]=[C:15]([CH2:18][OH:19])[CH:14]=1.[Cl:20][C:21]1[CH:26]=[CH:25][C:24](B(O)O)=[CH:23][CH:22]=1.[NH2:30][C@@H:31]1[CH2:36][CH2:35][CH2:34][CH2:33][C@H:32]1[OH:37]>>[Cl:20][C:21]1[CH:26]=[CH:25][C:24]([C:2]2[C:7]([O:19][CH2:18][C:15]3[CH:14]=[C:13]([CH3:12])[O:17][N:16]=3)=[N:6][CH:5]=[C:4]([CH:3]=2)[C:9]([NH:30][C@@H:31]2[CH2:36][CH2:35][CH2:34][CH2:33][C@H:32]2[OH:37])=[O:11])=[CH:23][CH:22]=1. Reported procedure: The title compound was synthesized in analogy to Example 31, using 5-bromo-6-chloro-3-pyridinecarboxylic acid, 5-methyl-3-isoxazolemethanol, (4-chloro-phenyl)-boronic acid and ((1R,2R)-2-amino-1-cyclohexanol as starting materials to yield 5-(4-chloro-phenyl)-N-((1R,2R)-2-hydroxy-cyclohexyl)-6-(5-methyl-isoxazol-3-ylmethoxy)-nicotinamide, MS (ISP) 442.1 (M+H)+. Procedure: The compound was prepared in an analogous fashion to Example 69 replacing 1-(4-Nitro-phenyl)-piperazine with 1-(3-Nitro-phenyl)-piperazine and 2-Methanesulfinyl-7-(2-methoxy-phenyl)-pyrrolo[2,1-f][1,2,4]triazine with 2-Methanesulfinyl-7-(4-methanesulfonyl-phenyl)-pyrrolo[2,1-f][1,2,4]triazine to afford 44.32 mg of (S)-1-(4-{3-[7-(4-Methanesulfonyl-phenyl)-pyrrolo[2,1-f][1,2,4]triazin-2-ylamino]-phenyl}-piperazin-1-yl)-propan-2-ol as a lyophilized powder. (M+H)=507.10. 1H NMR (400 MHz, DMSO, d6) ... RXN SMILES: [N+](C1C=CC(N2CCNCC2)=CC=1)([O-])=O.[N+:16]([C:19]1[CH:20]=[C:21]([N:25]2[CH2:30][CH2:29][NH:28][CH2:27][CH2:26]2)[CH:22]=[CH:23][CH:24]=1)([O-])=O.CS(C1N=CC2=CC=C([C:43]3C=CC=[CH:45][C:44]=3[O:49]C)N2N=1)=O.CS([C:54]1[N:59]=[CH:58][C:57]2=[CH:60][CH:61]=[C:62]([C:63]3[CH:68]=[CH:67][C:66]([S:69]([CH3:72])(=[O:71])=[O:70])=[CH:65][CH:64]=3)[N:56]2[N:55]=1)=O>>[CH3:72][S:69]([C:66]1[CH:67]=[CH:68][C:63]([C:62]2[N:56]3[C:57]([CH:58]=[N:59][C:54]([NH:16][C:19]4[CH:20]=[C:21]([N:25]5[CH2:30][CH2:29][N:28]([CH2:43][C@@H:44]([OH:49])[CH3:45])[CH2:27][CH2:26]5)[CH:22]=[CH:23][CH:24]=4)=[N:55]3)=[CH:60][CH:61]=2)=[CH:64][CH:65]=1)(=[O:71])=[O:70]. The product is CS(=O)(=O)C1=CC=C(C=C1)C1=CC=C2C=NC(=NN21)NC=2C=C(C=CC2)N2CCN(CC2)C[C@H](C)O ((S)-1-(4-{3-[7-(4-Methanesulfonyl-phenyl)-pyrrolo[2,1-f][1,2,4]triazin-2-ylamino]-phenyl}-piperazin-1-yl)-propan-2-ol). Starting materials: [N+](=O)([O-])C1=CC=C(C=C1)N1CCNCC1 (1-(4-Nitro-phenyl)-piperazine), [N+](=O)([O-])C=1C=C(C=CC1)N1CCNCC1 (1-(3-Nitro-phenyl)-piperazine), CS(=O)C1=NN2C(C=N1)=CC=C2C2=C(C=CC=C2)OC (2-Methanesulfinyl-7-(2-methoxy-phenyl)-pyrrolo[2,1-f][1,2,4]triazine), CS(=O)C1=NN2C(C=N1)=CC=C2C2=CC=C(C=C2)S(=O)(=O)C (2-Methanesulfinyl-7-(4-methanesulfonyl-phenyl)-pyrrolo[2,1-f][1,2,4]triazine).